This data is from the Open Reaction Database (ORD), a public repository of structured organic reaction records. The task is: describe an organic reaction: reactants, conditions, products, and yield The reactants are intermediate, ceric ammonium nitrate, ClC1=CC=C(C=C1)/C=C/C=1N=C2N(C(C1I)=O)C=CS2 (7-[(E)-2-(4-Chlorophenyl)vinyl]-6-iodo-5H-[1,3]thiazolo[3,2-a]pyrimidin-5-one), II (iodine). The solvent is C(C)#N (acetonitrile). Yields the product IC1=C(N=C2SC3=C(N2C1=O)C=CC=C3)C (3-Iodo-2-methyl-4H-pyrimido[2,1-b][1,3]benzothiazol-4-one). Reaction SMILES: II.ClC1C=CC(/C=[CH:11]/[C:12]2[N:13]=[C:14]3[S:22][CH:21]=[CH:20][N:15]3[C:16](=[O:19])[C:17]=2[I:18])=CC=1>C(#N)C>[I:18][C:17]1[C:16](=[O:19])[N:15]2[C:14]([S:22][C:21]3[CH:16]=[CH:17][CH:12]=[CH:11][C:20]=32)=[N:13][C:12]=1[CH3:11]. Procedure details: A stirred solution of the Step 1 intermediate (9 g, 41.613 mmol) in acetonitrile (150 ml) was reacted with ceric ammonium nitrate (11 g, 20.803 mmol) followed by iodine (6 g, 24.961 mmol) according to the procedure outlined in Intermediate 1, Step 3 to give 9 g of the product as a pale yellow solid; 1H NMR (300 MHz, DMSO-d6) 1H NMR (300 MHz, DMSO-d6) δ 3.15 (s, 3H), 7.54-7.60 (m, 2H), 8.00-8.07 (m, 1H), 8.84-8.90 (m, 1H). Reactants: ClC1=C(C=C2C(C(=CN(C2=C1)C1=CC=CC=C1)C(=O)O)=O)F (7-chloro-1-phenyl-6-fluoro-1,4-dihydro-4-oxo-quinoline-3-carboxylic acid), product, C(C)(=O)NC1CNCC1 (3-acetamido-pyrrolidine). The solvent is CN1C(CCC1)=O (1-methyl-2-pyrrolidinone). Conditions: temperature 100 celsius, time 20 hour. Product: C1(=CC=CC=C1)N1C=C(C(C2=CC(=C(C=C12)N1CC(CC1)NC(C)=O)F)=O)C(=O)O (1-phenyl-6-fluoro-1,4-dihydro-4-oxo-7-(3-acetamido-1-pyrrolidinyl)-quinoline-3-carboxylic acid). The yield is 82.8%. RXN SMILES: Cl[C:2]1[CH:11]=[C:10]2[C:5]([C:6](=[O:21])[C:7]([C:18]([OH:20])=[O:19])=[CH:8][N:9]2[C:12]2[CH:17]=[CH:16][CH:15]=[CH:14][CH:13]=2)=[CH:4][C:3]=1[F:22].[C:23]([NH:26][CH:27]1[CH2:31][CH2:30][NH:29][CH2:28]1)(=[O:25])[CH3:24]>CN1CCCC1=O>[C:12]1([N:9]2[C:10]3[C:5](=[CH:4][C:3]([F:22])=[C:2]([N:29]4[CH2:30][CH2:31][CH:27]([NH:26][C:23](=[O:25])[CH3:24])[CH2:28]4)[CH:11]=3)[C:6](=[O:21])[C:7]([C:18]([OH:20])=[O:19])=[CH:8]2)[CH:17]=[CH:16][CH:15]=[CH:14][CH:13]=1. Procedure details: To a solution of 1.5 g 7-chloro-1-phenyl-6-fluoro-1,4-dihydro-4-oxo-quinoline-3-carboxylic acid (product of Example 1(d)) in 20 ml of 1-methyl-2-pyrrolidinone at 115° C. is added 3 g of 3-acetamido-pyrrolidine. After stirring at 100° C. for 20 hours, the solvent is removed by reduced pressure to dryness. Ethanol is added to the residue and washed with ether and then diluted cold hydrochloric acid and then water. The solid is dried, yielding 1.60 g 1-phenyl-6-fluoro-1,4-dihydro-4-oxo-7-(3-acetami... Starting materials: CN(C)c1cc(NC(=O)OC(C)(C)C)c(N)cc1Cl, Cc1cc(-c2cc(C(=O)CC(=O)OC(C)(C)C)ccn2)on1. Product: Cc1cc(-c2cc(C(=O)CC(=O)Nc3cc(Cl)c(N(C)C)cc3NC(=O)OC(C)(C)C)ccn2)on1. RXN SMILES: [C:1]([CH3:2])([CH3:3])([CH3:4])[O:5][C:6]([NH:7][c:8]1[c:9]([NH2:18])[cH:10][c:11]([Cl:17])[c:12]([N:14]([CH3:15])[CH3:16])[cH:13]1)=[O:19].[C:20]([CH3:22])([CH3:23])([O:24][C:25](=[O:21])[CH2:26][C:27](=[O:28])[c:29]1[cH:30][c:31](-[c:35]2[cH:36][c:37]([CH3:40])[n:38][o:39]2)[n:32][cH:33][cH:34]1)[CH3:41]>>[C:1]([CH3:2])([CH3:3])([CH3:4])[O:5][C:6]([NH:7][c:8]1[c:9]([NH:18][C:25](=[O:24])[CH2:26][C:27](=[O:28])[c:29]2[cH:30][c:31](-[c:35]3[cH:36][c:37]([CH3:40])[n:38][o:39]3)[n:32][cH:33][cH:34]2)[cH:10][c:11]([Cl:17])[c:12]([N:14]([CH3:15])[CH3:16])[cH:13]1)=[O:19].